Dataset: the Open Reaction Database (ORD), a public repository of structured organic reaction records. Task: describe an organic reaction: reactants, conditions, products, and yield Reactants: C1CCOC1, COc1cc[nH]c1C=C1C(=O)Nc2ccc(N)c(-c3ccccc3)c21, [Na+], O=C([O-])O, O=C(Cl)Cc1cccs1. Yields the product COc1cc[nH]c1C=C1C(=O)Nc2ccc(NC(=O)Cc3cccs3)c(-c3ccccc3)c21. Reaction SMILES: [CH2:40]1[O:41][CH2:42][CH2:43][CH2:44]1.[NH2:1][c:2]1[c:3](-[c:20]2[cH:21][cH:22][cH:23][cH:24][cH:25]2)[c:4]2[c:8]([cH:9][cH:10]1)[NH:7][C:6](=[O:11])[C:5]2=[CH:12][c:13]1[nH:14][cH:15][cH:16][c:17]1[O:18][CH3:19].[Na+:39].[O-:35][C:36]([OH:37])=[O:38].[s:26]1[c:27]([CH2:31][C:32](=[O:33])[Cl:34])[cH:28][cH:29][cH:30]1>>[NH:1]([c:2]1[c:3](-[c:20]2[cH:21][cH:22][cH:23][cH:24][cH:25]2)[c:4]2[c:8]([cH:9][cH:10]1)[NH:7][C:6](=[O:11])[C:5]2=[CH:12][c:13]1[nH:14][cH:15][cH:16][c:17]1[O:18][CH3:19])[C:32]([CH2:31][c:27]1[s:26][cH:30][cH:29][cH:28]1)=[O:33]. Starting materials: O=C1Cc2cc(Br)ccc2N1, CCCC[Sn](CCCC)(CCCC)c1cccnc1, CC[N+](CC)(CC)CC, CC#N, ClC(Cl)Cl, [Cl-], Cl[Pd]Cl, [F-], [K+]. The product is O=C1Cc2cc(-c3cccnc3)ccc2N1. As a reaction SMILES: [Br:1][c:2]1[cH:3][c:4]2[c:8]([cH:9][cH:10]1)[NH:7][C:6](=[O:11])[CH2:5]2.[CH2:12]([Sn:13]([CH2:14][CH2:15][CH2:16][CH3:23])([c:17]1[cH:18][n:19][cH:20][cH:21][cH:22]1)[CH2:24][CH2:25][CH2:26][CH3:27])[CH2:28][CH2:29][CH3:30].[CH2:34]([N+:35]([CH2:36][CH3:37])([CH2:38][CH3:39])[CH2:40][CH3:41])[CH3:42].[CH3:43][C:44]#[N:45].[CH:46]([Cl:47])([Cl:48])[Cl:49].[Cl-:33].[Cl:50][Pd:51][Cl:52].[F-:31].[K+:32]>>[c:2]1(-[c:17]2[cH:18][n:19][cH:20][cH:21][cH:22]2)[cH:3][c:4]2[c:8]([cH:9][cH:10]1)[NH:7][C:6](=[O:11])[CH2:5]2. Reactants: CCOP(=O)(C#N)OCC, NC1CC1, CC(C)Cn1c(=O)n(C)c(=O)c2c(-c3cc(C(=O)O)cn3C)n(Cc3ccnc4ccc(Cl)cc34)nc21. Yields the product CC(C)Cn1c(=O)n(C)c(=O)c2c(-c3cc(C(=O)NC4CC4)cn3C)n(Cc3ccnc4ccc(Cl)cc34)nc21. RXN SMILES: [C:42]([P:43](=[O:44])([O:45][CH2:46][CH3:47])[O:48][CH2:49][CH3:50])#[N:51].[CH:38]1([NH2:41])[CH2:39][CH2:40]1.[Cl:1][c:2]1[cH:3][c:4]2[c:5]([CH2:12][n:13]3[n:14][c:15]4[n:16]([CH2:34][CH:35]([CH3:36])[CH3:37])[c:17](=[O:33])[n:18]([CH3:32])[c:19](=[O:31])[c:20]4[c:21]3-[c:22]3[cH:23][c:24]([C:28](=[O:29])[OH:30])[cH:25][n:26]3[CH3:27])[cH:6][cH:7][n:8][c:9]2[cH:10][cH:11]1>>[Cl:1][c:2]1[cH:3][c:4]2[c:5]([CH2:12][n:13]3[n:14][c:15]4[n:16]([CH2:34][CH:35]([CH3:36])[CH3:37])[c:17](=[O:33])[n:18]([CH3:32])[c:19](=[O:31])[c:20]4[c:21]3-[c:22]3[cH:23][c:24]([C:28](=[O:30])[NH:41][CH:38]4[CH2:39][CH2:40]4)[cH:25][n:26]3[CH3:27])[cH:6][cH:7][n:8][c:9]2[cH:10][cH:11]1. RXN SMILES: [CH3:1][C:2]1([CH3:9])[CH2:6][CH2:5][S:4](=[O:8])(=[O:7])[NH:3]1.[CH3:10][C:11]1[C:12]([N:18]2[CH2:23][CH2:22][N:21]([C:24]([C:26]3[CH:31]=[CH:30][C:29](I)=[CH:28][CH:27]=3)=[O:25])[CH2:20][CH2:19]2)=[N:13][CH:14]=[C:15]([CH3:17])[CH:16]=1>>[CH3:1][C:2]1([CH3:9])[CH2:6][CH2:5][S:4](=[O:8])(=[O:7])[N:3]1[C:29]1[CH:30]=[CH:31][C:26]([C:24]([N:21]2[CH2:22][CH2:23][N:18]([C:12]3[C:11]([CH3:10])=[CH:16][C:15]([CH3:17])=[CH:14][N:13]=3)[CH2:19][CH2:20]2)=[O:25])=[CH:27][CH:28]=1. Reactants: CC1(NS(CC1)(=O)=O)C (3,3-dimethylisothiazolidine 1,1-dioxide), CC=1C(=NC=C(C1)C)N1CCN(CC1)C(=O)C1=CC=C(C=C1)I ([4-(3,5-dimethylpyridin-2-yl)piperazin-1-yl](4-iodophenyl)methanone). Yield: 1.3%. Product: CC1(N(S(CC1)(=O)=O)C1=CC=C(C=C1)C(=O)N1CCN(CC1)C1=NC=C(C=C1C)C)C ([4-(3,3-dimethyl-1,1-dioxo-1λ6-isothiazolidin-2-yl)phenyl][4-(3,5-dimethylpyridin-2-yl)piperazin-1-yl]methanone). Reported procedure: Using 3,3-dimethylisothiazolidine 1,1-dioxide (130 mg) described in Preparation Example 11 and [4-(3,5-dimethylpyridin-2-yl)piperazin-1-yl](4-iodophenyl)methanone (367 mg) described in Preparation Example 113 and by the reaction and treatment in the same manner as in Example 1, the title compound (4.9 mg) was obtained. Reactants: COC(=O)c1cc(COc2ccc(-c3ccccc3OC)cc2)c(C)o1, C1CCOC1. Product: COc1ccccc1-c1ccc(OCc2cc(C(=O)O)oc2C)cc1. RXN SMILES: [CH3:1][O:2][C:3](=[O:4])[c:5]1[o:6][c:7]([CH3:26])[c:8]([CH2:10][O:11][c:12]2[cH:13][cH:14][c:15](-[c:18]3[c:19]([O:24][CH3:25])[cH:20][cH:21][cH:22][cH:23]3)[cH:16][cH:17]2)[cH:9]1.[O:27]1[CH2:28][CH2:29][CH2:30][CH2:31]1>>[O:2]=[C:3]([OH:4])[c:5]1[o:6][c:7]([CH3:26])[c:8]([CH2:10][O:11][c:12]2[cH:13][cH:14][c:15](-[c:18]3[c:19]([O:24][CH3:25])[cH:20][cH:21][cH:22][cH:23]3)[cH:16][cH:17]2)[cH:9]1. Reactants: [OH-].[Na+] (NaOH), COC(C1=CC(C(=O)N(CCC)C)=CC(=C1)C(C(=C)C)=O)=O (N-methyl-5-(2-methylacryloyl)-N-propyl-isophthalamic acid methyl ester), [OH-].[Na+] (NaOH). The solvent is CO (methanol). Reaction conditions: time 8 hour. The product is CN(C(C=1C=C(C(=O)O)C=C(C1)C(C(=C)C)=O)=O)CCC (N-Methyl-5-(2-methylacryloyl)-N-propyl-isophthalamic acid). RXN SMILES: C[O:2][C:3](=[O:22])[C:4]1[CH:16]=[C:15]([C:17](=[O:21])[C:18]([CH3:20])=[CH2:19])[CH:14]=[C:6]([C:7]([N:9]([CH3:13])[CH2:10][CH2:11][CH3:12])=[O:8])[CH:5]=1.[OH-].[Na+]>CO>[CH3:13][N:9]([CH2:10][CH2:11][CH3:12])[C:7](=[O:8])[C:6]1[CH:5]=[C:4]([CH:16]=[C:15]([C:17](=[O:21])[C:18]([CH3:20])=[CH2:19])[CH:14]=1)[C:3]([OH:22])=[O:2] |f:1.2|. Procedure: Dissolve N-methyl-5-(2-methylacryloyl)-N-propyl-isophthalamic acid methyl ester (50 mg, 0.16 mmol) in methanol (3 mL). Add 2 N NaOH (0.12 mL) and stir overnight at room temperature. Add 2 N NaOH (0.05 mL) and stir for an additional 3 h. Acidify the mixture to about pH=6 using DOWEX® 50WX2-100 ion exchange resin and filter. Concentrate filtrate to give the title compound which is used in the next step without further purification. Starting materials: CCOC(C)=O, COc1cccc(NC2CC2)c1, O=C(Cl)CCl, [K+], [OH-]. The product is COc1cccc(N(C(=O)CCl)C2CC2)c1. As a reaction SMILES: [CH3:20][CH2:21][O:22][C:23]([CH3:24])=[O:25].[CH:1]1([NH:4][c:5]2[cH:6][c:7]([O:11][CH3:12])[cH:8][cH:9][cH:10]2)[CH2:2][CH2:3]1.[Cl:15][CH2:16][C:17](=[O:18])[Cl:19].[K+:14].[OH-:13]>>[CH:1]1([N:4]([c:5]2[cH:6][c:7]([O:11][CH3:12])[cH:8][cH:9][cH:10]2)[C:17]([CH2:16][Cl:15])=[O:18])[CH2:2][CH2:3]1. Starting materials: Fc1ccc(Br)cc1F, O, O=[N+]([O-])O, O=S(=O)(O)O. The product is O=[N+]([O-])c1cc(F)c(F)cc1Br. As a reaction SMILES: [F:5][c:6]1[cH:7][c:8]([Br:13])[cH:9][cH:10][c:11]1[F:12].[OH2:14].[OH:1][N+:2]([O-:3])=[O:4].[S:15](=[O:16])(=[O:17])([OH:18])[OH:19]>>[O-:1][N+:2](=[O:4])[c:9]1[c:8]([Br:13])[cH:7][c:6]([F:5])[c:11]([F:12])[cH:10]1.